From a dataset of the Open Reaction Database (ORD), a public repository of structured organic reaction records. describe an organic reaction: reactants, conditions, products, and yield Starting materials: Cc1cc(-c2ccc3c(c2)CCN(C(C)CCO)CC3)n(C)n1, ClC(Cl)Cl, [Na+], O=C([O-])O, O=S(Cl)Cl. The product is Cc1cc(-c2ccc3c(c2)CCN(C(C)CCCl)CC3)n(C)n1. Reaction SMILES: [CH3:1][n:2]1[n:3][c:4]([CH3:23])[cH:5][c:6]1-[c:7]1[cH:8][c:9]2[c:10]([cH:21][cH:22]1)[CH2:11][CH2:12][N:13]([CH:16]([CH2:17][CH2:18][OH:19])[CH3:20])[CH2:14][CH2:15]2.[CH:33]([Cl:34])([Cl:35])[Cl:36].[Na+:28].[OH:29][C:30](=[O:31])[O-:32].[S:24]([Cl:25])([Cl:26])=[O:27]>>[CH3:1][n:2]1[n:3][c:4]([CH3:23])[cH:5][c:6]1-[c:7]1[cH:8][c:9]2[c:10]([cH:21][cH:22]1)[CH2:11][CH2:12][N:13]([CH:16]([CH2:17][CH2:18][Cl:26])[CH3:20])[CH2:14][CH2:15]2. The reactants are C1CCC2=NCCCN2CC1, O=C(Nc1cccc2cnccc12)C(Cl)(Cl)Cl, NCc1cc(F)cc(C(F)(F)F)c1. Product: O=C(NCc1cc(F)cc(C(F)(F)F)c1)Nc1cccc2cnccc12. RXN SMILES: [CH2:14]1[CH2:15][CH2:16][C:17]2=[N:22][CH2:21][CH2:20][CH2:19][N:18]2[CH2:23][CH2:24]1.[Cl:25][C:26]([C:27](=[O:28])[NH:29][c:30]1[c:31]2[cH:32][cH:33][n:34][cH:35][c:36]2[cH:37][cH:38][cH:39]1)([Cl:40])[Cl:41].[F:1][c:2]1[cH:3][c:4]([CH2:5][NH2:6])[cH:7][c:8]([C:10]([F:11])([F:12])[F:13])[cH:9]1>>[F:1][c:2]1[cH:3][c:4]([CH2:5][NH:6][C:27](=[O:28])[NH:29][c:30]2[c:31]3[cH:32][cH:33][n:34][cH:35][c:36]3[cH:37][cH:38][cH:39]2)[cH:7][c:8]([C:10]([F:11])([F:12])[F:13])[cH:9]1. Reactants: CC=1C=C(C=CC1C(=O)N[C@@H](C(C)C)C(=O)OC)C1=CC=C(C=C1)[N+](=O)[O-] (methyl N-[(3-methyl-4′-nitrobiphenyl-4-yl)carbonyl]-L-valinate), Cl (HCl). Reagents/catalysts: [Fe] (Iron). Run in C(C)O (ethanol). The product is NC1=CC=C(C=C1)C1=CC(=C(C=C1)C(=O)N[C@@H](C(C)C)C(=O)OC)C (methyl N-[(4′-amino-3-methylbiphenyl-4-yl)carbonyl]-L-valinate). RXN SMILES: [CH3:1][C:2]1[CH:3]=[C:4]([C:19]2[CH:24]=[CH:23][C:22]([N+:25]([O-])=O)=[CH:21][CH:20]=2)[CH:5]=[CH:6][C:7]=1[C:8]([NH:10][C@H:11]([C:15]([O:17][CH3:18])=[O:16])[CH:12]([CH3:14])[CH3:13])=[O:9].Cl>C(O)C.[Fe]>[NH2:25][C:22]1[CH:21]=[CH:20][C:19]([C:4]2[CH:5]=[CH:6][C:7]([C:8]([NH:10][C@H:11]([C:15]([O:17][CH3:18])=[O:16])[CH:12]([CH3:14])[CH3:13])=[O:9])=[C:2]([CH3:1])[CH:3]=2)=[CH:24][CH:23]=1. Procedure: Iron powder (0.79 g, 14 mmol) was added to a solution of methyl N-[(3-methyl-4′-nitrobiphenyl-4-yl)carbonyl]-L-valinate (0.65 g, 1.4 mmol) in ethanol (20 mL). Concentrated HCl (0.71 mL, 1.4 mmol) was added, and the mixture was heated at reflux for 1 h. Upon cooling to rt, the mixture was filtered through a pad of Celite®, and the filtrate was concentrated in vacuo. The material was purified by column chromatography (33% EtOAc in hexanes), yielding 0.50 g (quantitative) of the title compound. LC/... Reactants: C1(CC1)CN(C=1C(=NN2C1SC=C2C2=C(C=C(C=C2OC)COC)OC)OC)C2CCOCC2 (N-(cyclopropylmethyl)-3-[2,6-dimethoxy-4-(methoxymethyl)phenyl]-6-methoxy-N-(tetrahydro-2H-pyran-4-yl)pyrazolo[5,1-b][1,3]thiazole-7-amine), C(C)(=O)OCC (ethyl acetate), Cl (hydrochloric acid). Solvent: C(C)OCC (diethyl ether). Reaction conditions: time 1.5 hour. Product: Cl.C1(CC1)CN(C=1C(=NN2C1SC=C2C2=C(C=C(C=C2OC)COC)OC)OC)C2CCOCC2 (N-(Cyclopropylmethyl)-3-[2,6-dimethoxy-4-(methoxymethyl)phenyl]-6-methoxy-N-(tetrahydro-2H-pyran-4-yl)pyrazolo[5,1-b][1,3]thiazole-7-amine hydrochloride). RXN SMILES: [CH:1]1([CH2:4][N:5]([CH:29]2[CH2:34][CH2:33][O:32][CH2:31][CH2:30]2)[C:6]2[C:7]([O:27][CH3:28])=[N:8][N:9]3[C:13]([C:14]4[C:19]([O:20][CH3:21])=[CH:18][C:17]([CH2:22][O:23][CH3:24])=[CH:16][C:15]=4[O:25][CH3:26])=[CH:12][S:11][C:10]=23)[CH2:3][CH2:2]1.C(OCC)(=O)C.[ClH:41]>C(OCC)C>[ClH:41].[CH:1]1([CH2:4][N:5]([CH:29]2[CH2:34][CH2:33][O:32][CH2:31][CH2:30]2)[C:6]2[C:7]([O:27][CH3:28])=[N:8][N:9]3[C:13]([C:14]4[C:15]([O:25][CH3:26])=[CH:16][C:17]([CH2:22][O:23][CH3:24])=[CH:18][C:19]=4[O:20][CH3:21])=[CH:12][S:11][C:10]=23)[CH2:3][CH2:2]1 |f:4.5|. Procedure details: To a mixture of N-(cyclopropylmethyl)-3-[2,6-dimethoxy-4-(methoxymethyl)phenyl]-6-methoxy-N-(tetrahydro-2H-pyran-4-yl)pyrazolo[5,1-b][1,3]thiazole-7-amine (8.38 mg) and ethyl acetate (0.5 mL) was added hydrochloric acid in diethyl ether (1M, 17.2 μL). The mixture was stirred at room temperature for 1.5 hours and the solvent was removed by blowing nitrogen stream and dried to obtain the title compound (9.22 mg). Reactants: CC(=O)Cl, CCOCC, CC(=O)CC(C)=O, Br[Sn]Br. Product: CC(=O)C=C(C)[Sn](Cl)(Br)Br. RXN SMILES: [CH3:11][C:12]([Cl:13])=[O:14].[CH3:15][CH2:16][O:17][CH2:18][CH3:19].[CH3:4][C:5](=[O:6])[CH2:7][C:8]([CH3:9])=[O:10].[Sn:1]([Br:2])[Br:3]>>[Sn:1]([Br:2])([Br:3])([C:5]([CH3:4])=[CH:7][C:8]([CH3:9])=[O:10])[Cl:13]. The reactants are FC1=CC(=C(C=C1)NC(C)=O)N1C=NC(=C1)C (N-(4-Fluoro-2-(4-methyl-1H-imidazol-1-yl)phenyl)acetamide), O=P12OP3(=O)OP(=O)(O1)OP(=O)(O2)O3 (P2O5). Solvent: O=P(Cl)(Cl)Cl (POCl3). The product is FC1=CC=C2N=C(C=3N(C2=C1)C=NC3C)C (8-Fluoro-3,4-dimethylimidazo[1,5-a]quinoxaline). Yield: 12.9%. RXN SMILES: [F:1][C:2]1[CH:7]=[CH:6][C:5]([NH:8][C:9](=O)[CH3:10])=[C:4]([N:12]2[CH:16]=[C:15]([CH3:17])[N:14]=[CH:13]2)[CH:3]=1.O=P12OP3(OP(OP(O3)(O1)=O)(=O)O2)=O>O=P(Cl)(Cl)Cl>[F:1][C:2]1[CH:3]=[C:4]2[C:5]([N:8]=[C:9]([CH3:10])[C:16]3[N:12]2[CH:13]=[N:14][C:15]=3[CH3:17])=[CH:6][CH:7]=1. Procedure details: Reaction of intermediate 3A (13.4 g, 57.5 mmol), P2O5 (16.3 g, 115 mmol), and POCl3 (100 mL) provided the product 4A as an off-white powder (1.6 g, 22% yield). EIMS 216.1 [M+H]+. The reactants are C(C)(C)(C)OC(NC1=C(C=C(C=C1)C1=CC=C(C=C1)F)N)=O ((3-amino-4′-fluoro-biphenyl-4-yl)-carbamic acid tert.-butyl ester), CC1(OC(=CC(O1)=O)C1=CC(=CC=C1)[N+](=O)[O-])C (2,2-dimethyl-6-(3-nitro-phenyl)-[1,3]dioxin-4-one). Yields the product C(C)(C)(C)OC(NC1=C(C=C(C=C1)C1=CC=C(C=C1)F)NC(CC(=O)C1=CC(=CC=C1)[N+](=O)[O-])=O)=O ({4′-Fluoro-3-[3-(3-nitro-phenyl)-3-oxo-propionylamino]-biphenyl-4-yl}-carbamic acid tert.-butyl ester). RXN SMILES: [C:1]([O:5][C:6](=[O:22])[NH:7][C:8]1[CH:13]=[CH:12][C:11]([C:14]2[CH:19]=[CH:18][C:17]([F:20])=[CH:16][CH:15]=2)=[CH:10][C:9]=1[NH2:21])([CH3:4])([CH3:3])[CH3:2].CC1(C)[O:29][C:28](=O)[CH:27]=[C:26]([C:31]2[CH:36]=[CH:35][CH:34]=[C:33]([N+:37]([O-:39])=[O:38])[CH:32]=2)[O:25]1>>[C:1]([O:5][C:6](=[O:22])[NH:7][C:8]1[CH:13]=[CH:12][C:11]([C:14]2[CH:15]=[CH:16][C:17]([F:20])=[CH:18][CH:19]=2)=[CH:10][C:9]=1[NH:21][C:28](=[O:29])[CH2:27][C:26]([C:31]1[CH:36]=[CH:35][CH:34]=[C:33]([N+:37]([O-:39])=[O:38])[CH:32]=1)=[O:25])([CH3:4])([CH3:2])[CH3:3]. Reported procedure: Prepared from (3-amino-4′-fluoro-biphenyl-4-yl)-carbamic acid tert.-butyl ester (Example G39) and 2,2-dimethyl-6-(3-nitro-phenyl)-[1,3]dioxin-4-one (Example J12) according to the general procedure K. Obtained as a light yellow solid (1.01 g). Reaction conditions: time 2 hour. The yield is 83.2%. Product: BrC1=CC=C(OCCN2CCOCC2)C=C1 (N-(4-bromophenoxyethyl)morpholine). Run in C1CCOC1 (THF). The reactants are Cl (hydrochloric acid), BrC1=CC=C(C=C1)O (4-bromophenol), C1(=CC=CC=C1)P(C1=CC=CC=C1)C1=CC=CC=C1 (triphenylphoshine), OCCN1CCOCC1 (N-(2-hydroxyethyl)morpholine), N(=NC(=O)OC(C)C)C(=O)OC(C)C (diisopropyl azodicarboxylate). Reaction SMILES: [Br:1][C:2]1[CH:7]=[CH:6][C:5]([OH:8])=[CH:4][CH:3]=1.C1(P(C2C=CC=CC=2)C2C=CC=CC=2)C=CC=CC=1.O[CH2:29][CH2:30][N:31]1[CH2:36][CH2:35][O:34][CH2:33][CH2:32]1.N(C(OC(C)C)=O)=NC(OC(C)C)=O.Cl>C1COCC1>[Br:1][C:2]1[CH:7]=[CH:6][C:5]([O:8][CH2:29][CH2:30][N:31]2[CH2:36][CH2:35][O:34][CH2:33][CH2:32]2)=[CH:4][CH:3]=1. Procedure details: To a solution of 4-bromophenol (3.30 g, 20.0 mmol), triphenylphoshine (5.25 g, 20.0 mmol) and N-(2-hydroxyethyl)morpholine (2.51 g, 19.1 mmol) in THF (30 mL) was added diisopropyl azodicarboxylate (3.94 mL, 20.0 mmol) over 10 min. The reaction mixture was stirred at room temperature for 2 h, and then hydrochloric acid (50 mL, 1N) was added. The mixture was extracted with diethyl ether (2×50 mL), and then the pH was adjusted to 10 with 2N aq. NaOH. The mixture was then extracted with ethyl acetat...